The task is: describe an organic reaction: reactants, conditions, products, and yield. This data is from the Open Reaction Database (ORD), a public repository of structured organic reaction records. Starting materials: CO, COC(=O)c1ccc2cc(-c3ccc(OCc4c(-c5c(Cl)cncc5Cl)noc4C4CCC4)cc3)ccc2n1, Cl, [Na+], C1CCOC1, [OH-]. The product is O=C(O)c1ccc2cc(-c3ccc(OCc4c(-c5c(Cl)cncc5Cl)noc4C4CCC4)cc3)ccc2n1. As a reaction SMILES: [CH3:48][OH:49].[CH:1]1([c:5]2[c:6]([CH2:18][O:19][c:20]3[cH:21][cH:22][c:23](-[c:26]4[cH:27][c:28]5[cH:29][cH:30][c:31]([C:36](=[O:37])[O:38][CH3:39])[n:32][c:33]5[cH:34][cH:35]4)[cH:24][cH:25]3)[c:7](-[c:10]3[c:11]([Cl:17])[cH:12][n:13][cH:14][c:15]3[Cl:16])[n:8][o:9]2)[CH2:2][CH2:3][CH2:4]1.[ClH:47].[Na+:46].[O:40]1[CH2:41][CH2:42][CH2:43][CH2:44]1.[OH-:45]>>[CH:1]1([c:5]2[c:6]([CH2:18][O:19][c:20]3[cH:21][cH:22][c:23](-[c:26]4[cH:27][c:28]5[cH:29][cH:30][c:31]([C:36](=[O:37])[OH:38])[n:32][c:33]5[cH:34][cH:35]4)[cH:24][cH:25]3)[c:7](-[c:10]3[c:11]([Cl:17])[cH:12][n:13][cH:14][c:15]3[Cl:16])[n:8][o:9]2)[CH2:2][CH2:3][CH2:4]1. Starting materials: [BH4-], O=C(c1ccc(Br)cc1)C(F)(F)F, CO, [Na+], O. Product: OC(c1ccc(Br)cc1)C(F)(F)F. Reaction SMILES: [BH4-:14].[Br:1][c:2]1[cH:3][cH:4][c:5]([C:8]([C:9]([F:10])([F:11])[F:12])=[O:13])[cH:6][cH:7]1.[CH3:17][OH:18].[Na+:15].[OH2:16]>>[Br:1][c:2]1[cH:3][cH:4][c:5]([CH:8]([C:9]([F:10])([F:11])[F:12])[OH:13])[cH:6][cH:7]1. Starting materials: CNC(=O)C(NC(=O)C(CC(=O)OCc1ccccc1)N1C=CN(c2ccc(-c3ccccc3)cc2)C1)C(C)(C)C, CCO. Product: CNC(=O)C(NC(=O)C(CC(=O)O)N1C=CN(c2ccc(-c3ccccc3)cc2)C1)C(C)(C)C. As a reaction SMILES: [CH2:1]([c:2]1[cH:3][cH:4][cH:5][cH:6][cH:7]1)[O:8][C:9]([CH2:10][CH:11]([C:12](=[O:13])[NH:14][CH:15]([C:16]([CH3:17])([CH3:18])[CH3:19])[C:20]([NH:21][CH3:22])=[O:23])[N:24]1[CH2:25][N:26]([c:29]2[cH:30][cH:31][c:32](-[c:35]3[cH:36][cH:37][cH:38][cH:39][cH:40]3)[cH:33][cH:34]2)[CH:27]=[CH:28]1)=[O:41].[CH3:42][CH2:43][OH:44]>>[O:8]=[C:9]([CH2:10][CH:11]([C:12](=[O:13])[NH:14][CH:15]([C:16]([CH3:17])([CH3:18])[CH3:19])[C:20]([NH:21][CH3:22])=[O:23])[N:24]1[CH2:25][N:26]([c:29]2[cH:30][cH:31][c:32](-[c:35]3[cH:36][cH:37][cH:38][cH:39][cH:40]3)[cH:33][cH:34]2)[CH:27]=[CH:28]1)[OH:41].